Dataset: the Open Reaction Database (ORD), a public repository of structured organic reaction records. Task: describe an organic reaction: reactants, conditions, products, and yield Starting materials: CC1=CN=C(C=2N1N=C(N2)C=CC2=NC(=NN2CC(F)(F)F)N2CCCC2)C (5,8-dimethyl-2-(2-(3-(pyrrolidin-1-yl)-1-(2,2,2-trifluoroethyl)-1H-1,2,4-triazol-5-yl)vinyl)-[1,2,4]triazolo[1,5-a]pyrazine), crude material. Run in C(C)(=O)OCC.CO (ethyl acetate methanol). Yields the product CC1=CN=C(C=2N1N=C(N2)CCC=2N(N=C(N2)N2CCCC2)CC(F)(F)F)C (5,8-dimethyl-2-{2-[5-pyrrolidin-1-yl-2-(2,2,2-trifluoro-ethyl)-2H-[1,2,4]triazol-3-yl]-ethyl}-[1,2,4]triazolo[1,5-a]pyrazine). Yield: 54.7%. As a reaction SMILES: [CH3:1][C:2]1[N:7]2[N:8]=[C:9]([CH:11]=[CH:12][C:13]3[N:17]([CH2:18][C:19]([F:22])([F:21])[F:20])[N:16]=[C:15]([N:23]4[CH2:27][CH2:26][CH2:25][CH2:24]4)[N:14]=3)[N:10]=[C:6]2[C:5]([CH3:28])=[N:4][CH:3]=1>C(OCC)(=O)C.CO>[CH3:1][C:2]1[N:7]2[N:8]=[C:9]([CH2:11][CH2:12][C:13]3[N:17]([CH2:18][C:19]([F:21])([F:20])[F:22])[N:16]=[C:15]([N:23]4[CH2:27][CH2:26][CH2:25][CH2:24]4)[N:14]=3)[N:10]=[C:6]2[C:5]([CH3:28])=[N:4][CH:3]=1 |f:1.2|. Reported procedure: Was prepared in the same manner as described in General Procedure Example 2 using 5,8-dimethyl-2-(2-(3-(pyrrolidin-1-yl)-1-(2,2,2-trifluoroethyl)-1H-1,2,4-triazol-5-yl)vinyl)-[1,2,4]triazolo[1,5-a]pyrazine (20 mg, 51.0 μmol, Eq: 1.00) as starting material. The crude material was applied on a 5 g silicagel column using ethyl acetate/methanol 0-10% as eluent affording 5,8-dimethyl-2-{2-[5-pyrrolidin-1-yl-2-(2,2,2-trifluoro-ethyl)-2H-[1,2,4]triazol-3-yl]-ethyl}-[1,2,4]triazolo[1,5-a]pyrazine (11 mg...